From a dataset of the Open Reaction Database (ORD), a public repository of structured organic reaction records. describe an organic reaction: reactants, conditions, products, and yield The reactants are O=C(O)c1coc(Br)c1, CN(C)C=O, Sc1ccc(Cl)cc1. Yields the product O=C(O)c1coc(Sc2ccc(Cl)cc2)c1. Reaction SMILES: [Br:9][c:10]1[cH:11][c:12]([C:15](=[O:16])[OH:17])[cH:13][o:14]1.[CH3:18][N:19]([CH3:20])[CH:21]=[O:22].[Cl:1][c:2]1[cH:3][cH:4][c:5]([SH:8])[cH:6][cH:7]1>>[Cl:1][c:2]1[cH:3][cH:4][c:5]([S:8][c:10]2[cH:11][c:12]([C:15](=[O:16])[OH:17])[cH:13][o:14]2)[cH:6][cH:7]1.